This data is from the Open Reaction Database (ORD), a public repository of structured organic reaction records. The task is: describe an organic reaction: reactants, conditions, products, and yield Starting materials: Brc1ccc2c(c1)Cc1ccccc1C1CNCCN21, COC(=O)COCCCl. The product is COC(=O)COCCN1CCN2c3ccc(Br)cc3Cc3ccccc3C2C1. Reaction SMILES: [Br:1][c:2]1[cH:3][cH:4][c:5]2[c:6]([cH:20]1)[CH2:7][c:8]1[c:9]([cH:16][cH:17][cH:18][cH:19]1)[CH:10]1[N:11]2[CH2:12][CH2:13][NH:14][CH2:15]1.[Cl:21][CH2:22][CH2:23][O:24][CH2:25][C:26](=[O:27])[O:28][CH3:29]>>[Br:1][c:2]1[cH:3][cH:4][c:5]2[c:6]([cH:20]1)[CH2:7][c:8]1[c:9]([cH:16][cH:17][cH:18][cH:19]1)[CH:10]1[N:11]2[CH2:12][CH2:13][N:14]([CH2:22][CH2:23][O:24][CH2:25][C:26](=[O:27])[O:28][CH3:29])[CH2:15]1.